The task is: describe an organic reaction: reactants, conditions, products, and yield. This data is from the Open Reaction Database (ORD), a public repository of structured organic reaction records. Starting materials: CC1(OB(OC1(C)C)C=1C=C(C=NC1)C1(CCOCC1)O)C (4-[5-(4,4,5,5-tetramethyl-[1,3,2]dioxaborolan-2-yl)-pyridin-3-yl]-tetrahydro-pyran-4-ol), BrC=1C(=C2CCCNC2=NC1)Cl (6-bromo-5-chloro-1,2,3,4-tetrahydro-[1,8]naphthyridine). Product: ClC1=C(C=NC=2NCCCC12)C=1C=C(C=NC1)C1(CCOCC1)O (4-[5-(4-chloro-5,6,7,8-tetrahydro-[1,8]naphthyridin-3-yl)-pyridin-3-yl]-tetrahydro-pyran-4-ol). RXN SMILES: CC1(C)C(C)(C)OB([C:9]2[CH:10]=[C:11]([C:15]3([OH:21])[CH2:20][CH2:19][O:18][CH2:17][CH2:16]3)[CH:12]=[N:13][CH:14]=2)O1.Br[C:24]1[C:25]([Cl:34])=[C:26]2[C:31](=[N:32][CH:33]=1)[NH:30][CH2:29][CH2:28][CH2:27]2>>[Cl:34][C:25]1[C:26]2[CH2:27][CH2:28][CH2:29][NH:30][C:31]=2[N:32]=[CH:33][C:24]=1[C:9]1[CH:10]=[C:11]([C:15]2([OH:21])[CH2:16][CH2:17][O:18][CH2:19][CH2:20]2)[CH:12]=[N:13][CH:14]=1. Procedure: 4-[5-(4,4,5,5-tetramethyl-[1,3,2]dioxaborolan-2-yl)-pyridin-3-yl]-tetrahydro-pyran-4-ol is coupled with 6-bromo-5-chloro-1,2,3,4-tetrahydro-[1,8]naphthyridine to give 4-[5-(4-chloro-5,6,7,8-tetrahydro-[1,8]naphthyridin-3-yl)-pyridin-3-yl]-tetrahydro-pyran-4-ol using Suzuki Coupling Method VI. The reactants are ClC1=NC=C(C(=N1)NC(CC)CC)\C=C/OCC ([2-Chloro-5-((Z)-2-ethoxy-vinyl)-pyrimidin-4-yl]-(1-ethylpropyl)-amine), Cl (HCl). Solvent: CCO (EtOH). Run at temperature 100 celsius. Yields the product ClC=1N=CC2=C(N1)N(C=C2)C(CC)CC (2-Chloro-7-(1-ethyl-propyl)-7H-pyrrolo[2,3-d]pyrimidine). RXN SMILES: [Cl:1][C:2]1[N:7]=[C:6]([NH:8][CH:9]([CH2:12][CH3:13])[CH2:10][CH3:11])[C:5](/[CH:14]=[CH:15]\OCC)=[CH:4][N:3]=1.Cl>CCO>[Cl:1][C:2]1[N:3]=[CH:4][C:5]2[CH:14]=[CH:15][N:8]([CH:9]([CH2:10][CH3:11])[CH2:12][CH3:13])[C:6]=2[N:7]=1. Procedure details: To a solution of [2-Chloro-5-((Z)-2-ethoxy-vinyl)-pyrimidin-4-yl]-(1-ethylpropyl)-amine (1.1 g, 4.07 mmol) in EtOH (8 mL) is added concentrated HCl (0.1 mL) at ambient temperature. The reaction mixture is sealed in a microwave reactor and heated at 100° C. for 10 mins. After cooling down the mixture is concentrated in vacuo to provide 2-Chloro-7-(1-ethyl-propyl)-7H-pyrrolo[2,3-d]pyrimidine. The crude product is used as it is. The material can be purified by flash chromatography (SiO2, EtOAc:Hexa... Solvent: C(C)(=O)O (acetic acid). Reaction conditions: time 60 hour. Reaction SMILES: [NH2:1][C:2]1[N:7]=[CH:6][C:5]([C:8]2[CH:9]=[C:10]([NH2:19])[C:11]([NH:14][C:15]([CH3:18])([CH3:17])[CH3:16])=[CH:12][CH:13]=2)=[CH:4][N:3]=1.[CH3:20][O:21][C:22]1[CH:23]=[CH:24][C:25]([C:30]2[S:34][N:33]=[C:32]([CH3:35])[N:31]=2)=[C:26]([CH:29]=1)[CH:27]=O.O.C([O-])(O)=O.[Na+]>C(O)(=O)C>[C:15]([N:14]1[C:11]2[CH:12]=[CH:13][C:8]([C:5]3[CH:4]=[N:3][C:2]([NH2:1])=[N:7][CH:6]=3)=[CH:9][C:10]=2[N:19]=[C:27]1[C:26]1[CH:29]=[C:22]([O:21][CH3:20])[CH:23]=[CH:24][C:25]=1[C:30]1[S:34][N:33]=[C:32]([CH3:35])[N:31]=1)([CH3:16])([CH3:18])[CH3:17] |f:3.4|. Reactants: NC1=NC=C(C=N1)C=1C=C(C(=CC1)NC(C)(C)C)N (4-(2-amino-pyrimidin-5-yl)-N1-tert-butyl-benzene-1,2-diamine), COC=1C=CC(=C(C=O)C1)C1=NC(=NS1)C (5-methoxy-2-(3-methyl-1,2,4-thiadiazol-5-yl)-benzaldehyde), O (water), C(=O)(O)[O-].[Na+] (NaHCO3). The product is C(C)(C)(C)N1C(=NC2=C1C=CC(=C2)C=2C=NC(=NC2)N)C2=C(C=CC(=C2)OC)C2=NC(=NS2)C (5-{1-tert-Butyl-2-[5-methoxy-2-(3-methyl-1,2,4-thiadiazol-5-yl)-phenyl]-1H-benzimidazol-5-yl}-pyrimidin-2-ylamine). Yield: 19.7%. Procedure: A solution of 4-(2-amino-pyrimidin-5-yl)-N1-tert-butyl-benzene-1,2-diamine (110 mg, 0.43 mmol) and 5-methoxy-2-(3-methyl-1,2,4-thiadiazol-5-yl)-benzaldehyde (100 mg, 0.43 mmol) in acetic acid (5 mL) is warmed to 50° C. for 12 hours then at 80° C. for 60 hours. The reaction mixture is cooled to room temperature and poured into water and NaHCO3 (sat.). The product is extracted into EtOAc (3×) and the combined organics are dried (MgSO4), filtered and concentrated. Purification via flash chromatogra... Starting materials: BrC1=C(C=CC(=C1)Cl)F (2-bromo-4-chloro-1-fluorobenzene), BrC1=CC=C(C(=C1C(C)O)Cl)F (1-(6-bromo-2-chloro-3-fluorophenyl)ethanol). Product: BrC1=C(C(=CC=C1F)Cl)C(C)O (1-(2-Bromo-6-chloro-3-fluorophenyl)ethanol). Reaction SMILES: [Br:1][C:2]1[CH:7]=[C:6]([Cl:8])[CH:5]=[CH:4][C:3]=1[F:9].BrC1[C:16]([CH:17]([OH:19])C)=C(Cl)C(F)=CC=1>>[Br:1][C:2]1[C:3]([F:9])=[CH:4][CH:5]=[C:6]([Cl:8])[C:7]=1[CH:17]([OH:19])[CH3:16]. Reported procedure: Starting from 2-bromo-4-chloro-1-fluorobenzene, the procedure for 1-(6-bromo-2-chloro-3-fluorophenyl)ethanol was followed, except column chromatography required a less polar solvent system for product elution (CH2Cl2:Heptane 3:1→1:0→neat EtOAc). Additionally, preparative TLC purification was also required to obtain pure product. 1H NMR (400 MHz, CDCl3) δ=1.65 (d, J=6.8 Hz, 3H), 2.98 (br s, 1H), 5.59 (q, J=6.8 Hz, 1H), 7.01 (dd, J=8.7, 7.5 Hz, 1H), 7.32 (dd, J=8.7, 4.9 Hz, 1H). MS (ES+): m/z 275.... Reactants: NN1C=CC2=CC=C(C=C12)OC (N-Amino-6-methoxyindole), CN(C=1OC(C=C(N1)C(F)(F)F)=O)C (2-dimethylamino-4-trifluoromethyl-1,3-oxazin-6-one), C(C)(=O)O (acetic acid). The solvent is O (water). Product: COC1=CC=C2C=CN(C2=C1)N1C(NC(=CC1=O)C(F)(F)F)=O (6-Methoxy-1-(4-trifluoromethylpyrimidin-2,6-dion-1-yl)-indole). Yield: 57.3%. Reaction SMILES: [NH2:1][N:2]1[C:10]2[C:5](=[CH:6][CH:7]=[C:8]([O:11][CH3:12])[CH:9]=2)[CH:4]=[CH:3]1.CN(C)[C:15]1[O:16][C:17](=[O:25])[CH:18]=[C:19]([C:21]([F:24])([F:23])[F:22])[N:20]=1.C(O)(=O)C>O>[CH3:12][O:11][C:8]1[CH:9]=[C:10]2[C:5]([CH:4]=[CH:3][N:2]2[N:1]2[C:17](=[O:25])[CH:18]=[C:19]([C:21]([F:24])([F:23])[F:22])[NH:20][C:15]2=[O:16])=[CH:6][CH:7]=1. Procedure details: A mixture of 0.2 g 1A, 0.268 g 2-dimethylamino-4-trifluoromethyl-1,3-oxazin-6-one (obtained according to M.-A. Decock-Plancquaert et al., Bull. Soc. Chim. Belg. 101 (4) 313-321 (1992)) and 10 ml acetic acid is refluxed for 4 hours. The mixture is poured into water, extracted and chromatographed to yield 0.23 g of 1B as an oil. Reactants: OC1=C(C=C(C=C1)C=1C2=C(N=C(N1)C#N)N(C=C2)C)C(F)(F)F (4-[4-Hydroxy-3-(trifluoromethyl)phenyl]-7-methyl-7H-pyrrolo[2,3-d]pyrimidine-2-carbonitrile), C([O-])([O-])=O.[K+].[K+] (potassium carbonate), CC1=CC=C(C=C1)S(=O)(=O)OCCC1CCN(CC1)C1CC1 (2-(1-cyclopropylpiperidin-4-yl)ethyl 4-methylbenzenesulfonate), C(=O)(O)[O-].[Na+] (NaHCO3). Solvent: CC(=O)N(C)C (DMAc), O (water), CCOC(=O)C (EtOAc). Conditions: temperature 80 celsius, time 1 hour. Yields the product C1(CC1)N1CCC(CC1)CCOC1=C(C=C(C=C1)C=1C2=C(N=C(N1)C#N)N(C=C2)C)C(F)(F)F (4-{4-[2-(1-cyclopropylpiperidin-4-yl)ethoxy]-3-(trifluoromethyl)phenyl}-7-methyl-7H-pyrrolo[2,3-d]pyrimidine-2-carbonitrile). The yield is 36.6%. Reaction SMILES: [OH:1][C:2]1[CH:7]=[CH:6][C:5]([C:8]2[C:9]3[CH:18]=[CH:17][N:16]([CH3:19])[C:10]=3[N:11]=[C:12]([C:14]#[N:15])[N:13]=2)=[CH:4][C:3]=1[C:20]([F:23])([F:22])[F:21].C(=O)([O-])[O-].[K+].[K+].CC1C=CC(S(O[CH2:41][CH2:42][CH:43]2[CH2:48][CH2:47][N:46]([CH:49]3[CH2:51][CH2:50]3)[CH2:45][CH2:44]2)(=O)=O)=CC=1.C([O-])(O)=O.[Na+]>CC(N(C)C)=O.O.CCOC(C)=O>[CH:49]1([N:46]2[CH2:47][CH2:48][CH:43]([CH2:42][CH2:41][O:1][C:2]3[CH:7]=[CH:6][C:5]([C:8]4[C:9]5[CH:18]=[CH:17][N:16]([CH3:19])[C:10]=5[N:11]=[C:12]([C:14]#[N:15])[N:13]=4)=[CH:4][C:3]=3[C:20]([F:23])([F:22])[F:21])[CH2:44][CH2:45]2)[CH2:50][CH2:51]1 |f:1.2.3,5.6|. Procedure: 4-[4-Hydroxy-3-(trifluoromethyl)phenyl]-7-methyl-7H-pyrrolo[2,3-d]pyrimidine-2-carbonitrile (100 mg) and potassium carbonate (87 mg) were added to a solution of 2-(1-cyclopropylpiperidin-4-yl)ethyl 4-methylbenzenesulfonate (152 mg) in DMAc (2 mL) at room temperature, and the mixture was stirred at 80° C. for 1 hour. After the reaction mixture was cooled to room temperature, EtOAc, water, and a saturated aqueous NaHCO3 solution were added thereto, and the mixture was stirred. Extraction was perfo... Starting materials: C(=O)=O (dry ice), C(=O)=O (carbon dioxide), ClC=1C(=NC=CC1)N1N=C(C=C1)[N+](=O)[O-] (3-chloro-2-(3-nitro-1H-pyrazol-1-yl)pyridine), solution, C(C)(C)[N-]C(C)C.[Li+] (lithium diisopropylamide), [OH-].[Na+] (sodium hydroxide). Run in O (water), O1CCCC1 (tetrahydrofuran), C1CCOC1 (THF). Run at temperature -78 celsius, time 1 hour. The product is ClC=1C(=NC=CC1)N1N=C(C=C1C(=O)O)[N+](=O)[O-] (1-(3-chloropyridin-2-yl)-3-nitro-1H-pyrazole-5-carboxylic acid). Yield: 48.3%. Reaction SMILES: [Cl:1][C:2]1[C:3]([N:8]2[CH:12]=[CH:11][C:10]([N+:13]([O-:15])=[O:14])=[N:9]2)=[N:4][CH:5]=[CH:6][CH:7]=1.C([N-]C(C)C)(C)C.[Li+].[C:24](=[O:26])=[O:25].[OH-].[Na+]>O1CCCC1.O>[Cl:1][C:2]1[C:3]([N:8]2[C:12]([C:24]([OH:26])=[O:25])=[CH:11][C:10]([N+:13]([O-:15])=[O:14])=[N:9]2)=[N:4][CH:5]=[CH:6][CH:7]=1 |f:1.2,4.5|. Procedure: 8.65 g (38.5 mmol) of 3-chloro-2-(3-nitro-1H-pyrazol-1-yl)pyridine were dissolved in 196 ml of tetrahydrofuran and, under argon, cooled to −78° C. 21.4 mL (42.7 mmol) of a 2 molar solution of lithium diisopropylamide in THF were then added dropwise. The mixture was allowed to stir for 1 hour at −78° C., and a total of 1500 g of powdered dry ice were then added a little at a time. The mixture was stirred at −78° C. until the evolution of carbon dioxide had ceased and then allowed to warm to room ... Starting materials: C(C)(=O)NC1(CCCC1)CC(=O)O ((1-acetylamino-cyclopentyl)-acetic acid), N[C@H](CC(=O)O)C1=CC=CC=C1 ((R)-3-amino-3-phenylpropionic acid), CC#N.O (CH3CN H2O), CC#N.O (CH3CN H2O), CC#N (CH3CN). The solvent is O (H2O). The product is C(C)(=O)N[C@H](CC(=O)O)C1=CC=CC=C1 ((R)-3-Acetylamino-3-phenyl-propionic acid). RXN SMILES: [C:1]([NH:4][C:5]1([CH2:10][C:11]([OH:13])=[O:12])[CH2:9][CH2:8][CH2:7][CH2:6]1)(=[O:3])[CH3:2].N[C@@H:15](C1C=CC=CC=1)[CH2:16]C(O)=O.CC#N.O.CC#N>O>[C:1]([NH:4][C@@H:5]([C:9]1[CH:8]=[CH:7][CH:6]=[CH:16][CH:15]=1)[CH2:10][C:11]([OH:13])=[O:12])(=[O:3])[CH3:2] |f:2.3|. Procedure details: The title compound is prepared analogously as described for (1-acetylamino-cyclopentyl)-acetic acid from (R)-3-amino-3-phenylpropionic acid. MS (LC-MS): [M+H]+=208.2. tR (HPLC, Waters Symmetry C18 column, 10-95% CH3CN/H2O/3.5 min, 95% CH3CN/H2O, 2 min, CH3CN and H2O containing 0.1% TFA, flow: 0.6 mL/min): 1.16 min. Reported procedure: To a solution of 7β-[2-(5-amino-1,2,4-thiadiazol-3-yl)-2-carboxymethoxyiminoacetamido]-3-chloromethyl-3-cephem-4-carboxylic acid (syn isomer) (4.0 g) in N,N-dimethylformamide was added dropwise 1-methyl-4-tert-butoxycarbonylpiperazine (6.7 g) at 2° C. under stirring. The stirring was continued for 1.5 hours at 18°-2° C. The reaction mixture was poured into ethyl acetate (200 ml). The resulting precipitates were collected by filtration to give 7β-[2-(5-amino-1,2,4-thiadiazol-3-yl)-2-carboxymethox... The solvent is CN(C=O)C (N,N-dimethylformamide). The product is Cl.NC1=NC(=NS1)C(C(=O)N[C@H]1[C@@H]2N(C(=C(CS2)C[N+]2(CCN(CC2)C(=O)OC(C)(C)C)C)C(=O)[O-])C1=O)=NOCC(=O)O (7β-[2-(5-amino-1,2,4-thiadiazol-3-yl)-2-carboxymethoxyiminoacetamido]-3-(1-methyl-4-tert-butoxycarbonyl-1-piperazinio)methyl-3-cephem-4-carboxylate hydrochloride). As a reaction SMILES: [NH2:1][C:2]1[S:6][N:5]=[C:4]([C:7](=[N:25][O:26][CH2:27][C:28]([OH:30])=[O:29])[C:8]([NH:10][C@@H:11]2[C:23](=[O:24])[N:13]3[C:14]([C:20]([OH:22])=[O:21])=[C:15]([CH2:18][Cl:19])[CH2:16][S:17][C@H:12]23)=[O:9])[N:3]=1.[CH3:31][N:32]1[CH2:37][CH2:36][N:35]([C:38]([O:40][C:41]([CH3:44])([CH3:43])[CH3:42])=[O:39])[CH2:34][CH2:33]1.C(OCC)(=O)C>CN(C)C=O>[ClH:19].[NH2:1][C:2]1[S:6][N:5]=[C:4]([C:7](=[N:25][O:26][CH2:27][C:28]([OH:30])=[O:29])[C:8]([NH:10][C@@H:11]2[C:23](=[O:24])[N:13]3[C:14]([C:20]([O-:22])=[O:21])=[C:15]([CH2:18][N+:32]4([CH3:31])[CH2:33][CH2:34][N:35]([C:38]([O:40][C:41]([CH3:43])([CH3:42])[CH3:44])=[O:39])[CH2:36][CH2:37]4)[CH2:16][S:17][C@H:12]23)=[O:9])[N:3]=1 |f:4.5|. Yield: 100.5%. The reactants are NC1=NC(=NS1)C(C(=O)N[C@H]1[C@@H]2N(C(=C(CS2)CCl)C(=O)O)C1=O)=NOCC(=O)O (7β-[2-(5-amino-1,2,4-thiadiazol-3-yl)-2-carboxymethoxyiminoacetamido]-3-chloromethyl-3-cephem-4-carboxylic acid), CN1CCN(CC1)C(=O)OC(C)(C)C (1-methyl-4-tert-butoxycarbonylpiperazine), C(C)(=O)OCC (ethyl acetate). Run at time 1.5 hour.